This data is from the Open Reaction Database (ORD), a public repository of structured organic reaction records. The task is: describe an organic reaction: reactants, conditions, products, and yield Reactants: CO, CC(C)(C)C(=O)c1oc2nc(-c3ccccc3Cl)c(-c3ccc(Cl)cc3)cc2c1C=O, N#C[Na]. Product: COC(=O)c1c(C(=O)C(C)(C)C)oc2nc(-c3ccccc3Cl)c(-c3ccc(Cl)cc3)cc12. As a reaction SMILES: [CH3:35][OH:36].[Cl:1][c:2]1[c:3](-[c:8]2[c:9](-[c:25]3[cH:26][cH:27][c:28]([Cl:31])[cH:29][cH:30]3)[cH:10][c:11]3[c:12]([n:13]2)[o:14][c:15]([C:19]([C:20]([CH3:21])([CH3:22])[CH3:23])=[O:24])[c:16]3[CH:17]=[O:18])[cH:4][cH:5][cH:6][cH:7]1.[Na:32][C:33]#[N:34]>>[Cl:1][c:2]1[c:3](-[c:8]2[c:9](-[c:25]3[cH:26][cH:27][c:28]([Cl:31])[cH:29][cH:30]3)[cH:10][c:11]3[c:12]([n:13]2)[o:14][c:15]([C:19]([C:20]([CH3:21])([CH3:22])[CH3:23])=[O:24])[c:16]3[C:17](=[O:18])[O:36][CH3:35])[cH:4][cH:5][cH:6][cH:7]1. Reactants: Ice, ice, ice, [Cl-].[Al+3].[Cl-].[Cl-] (aluminum chloride), C(C=1C(=CC=CC1)OC)=O (o-anisaldehyde), C(C)(C)(C)Cl (tert-butylchloride), ClCCl (dichloromethane), [Cl-].[Al+3].[Cl-].[Cl-] (aluminum chloride). The solvent is CCOCC (ether), O (water). Conditions: time 2.25 hour. The product is OC1=C(C=O)C=C(C=C1)C(C)(C)C (2-hydroxy-5-tert-butylbenzaldehyde). The yield is 40.3%. Reaction SMILES: [CH:1](=[O:10])[C:2]1[C:3]([O:8]C)=[CH:4][CH:5]=[CH:6][CH:7]=1.[C:11](Cl)([CH3:14])([CH3:13])[CH3:12].[Cl-].[Al+3].[Cl-].[Cl-].ClCCl>CCOCC.O>[OH:8][C:3]1[CH:4]=[CH:5][C:6]([C:11]([CH3:14])([CH3:13])[CH3:12])=[CH:7][C:2]=1[CH:1]=[O:10] |f:2.3.4.5|. Reported procedure: To an ice-cold stirred mixture of o-anisaldehyde (50 ml, 326 mmol) and tert-butylchloride (80 ml, 735 mmol) was added aluminum chloride (40 g, 300 mmol). The reaction mixture became thick. Dry dichloromethane (100 ml) and aluminum chloride (60 g, 450 mmol) were added carefully with cooling. Once the reaction became less vigorous the reaction mixture was stirred at room temperature for 2.25 h. Ice (50 g) and subsequently ice-cold water (100 ml) were added carefully and the mixture was left to sti... The reactants are BrCC1CCOCC1, O=C([O-])[O-], CS(C)=O, [K+], [K+], [Na+], O=S1(=O)CCN2C=CC=C(c3ccc(O)cc3)C2=N1, [OH-]. Product: O=S1(=O)CCN2C=CC=C(c3ccc(OCC4CCOCC4)cc3)C2=N1. Reaction SMILES: [Br:7][CH2:8][CH:9]1[CH2:10][CH2:11][O:12][CH2:13][CH2:14]1.[C:1](=[O:2])([O-:3])[O-:4].[CH3:36][S:37]([CH3:38])=[O:39].[K+:5].[K+:6].[Na+:35].[O:15]=[S:16]1(=[O:33])[N:17]=[C:18]2[N:19]([CH2:20][CH2:21]1)[CH:22]=[CH:23][CH:24]=[C:25]2[c:26]1[cH:27][cH:28][c:29]([OH:32])[cH:30][cH:31]1.[OH-:34]>>[CH2:8]([CH:9]1[CH2:10][CH2:11][O:12][CH2:13][CH2:14]1)[O:32][c:29]1[cH:28][cH:27][c:26]([C:25]2=[CH:24][CH:23]=[CH:22][N:19]3[C:18]2=[N:17][S:16](=[O:15])(=[O:33])[CH2:21][CH2:20]3)[cH:31][cH:30]1. Starting materials: [N+](=O)([O-])C1=CC=C2CCC3C(O3)C2=C1 (6-Nitro-1a,2,3,7b-tetrahydronaphtho[1,2-b]oxirene). Reagents/catalysts: [I-].[Zn+2].[I-] (zinc iodide). The solvent is C1=CC=CC=C1 (benzene). Conditions: time 15 hour. Product: [N+](=O)([O-])C1=CC=C2CCC(CC2=C1)=O (7-Nitro-3,4-dihydro-2(1H)-naphthalenone). Isolated yield 57.7%. As a reaction SMILES: [N+:1]([C:4]1[CH:14]=[C:13]2[C:7]([CH2:8][CH2:9][CH:10]3[O:12][CH:11]32)=[CH:6][CH:5]=1)([O-:3])=[O:2]>C1C=CC=CC=1.[I-].[Zn+2].[I-]>[N+:1]([C:4]1[CH:14]=[C:13]2[C:7]([CH2:8][CH2:9][C:10](=[O:12])[CH2:11]2)=[CH:6][CH:5]=1)([O-:3])=[O:2] |f:2.3.4|. Procedure details: 6-Nitro-1a,2,3,7b-tetrahydronaphtho[1,2-b]oxirene (1.3 g, 6.8 mmol) was combined with anhydrous zinc iodide powder (1.0 g, 3.1 mmol) in benzene and stirred at rt under nitrogen in a dark vessel for 15 h. The reaction mixture was filtered and the filtrate concentrated under vacuum. The crude residue was purified by silica gel flash column chromatography (10-50% EtOAc/hexanes) to yield 750 mg (58%) of the desired ketone as a yellow powder. 1H NMR (400 MHz, DMSO-d6) δ 8.09 (d, J=2.1 Hz, 1H), 8.06 (... Starting materials: [H-].[Na+] (sodium hydride), CN1N=C(C=C1)C (2,5-dimethylpyrazole), CN(C=O)C (dimethylformamide), S(=O)(=O)(OC[C@H]1CN([C@@H]2CC3=CNC4=CC=CC([C@H]2C1)=C34)C)C3=CC=C(C)C=C3 (6-methylergolin-8β-ylmethyl tosylate). Run at time 30 minute. The product is CC1=NN(C(=C1)C)C[C@H]1CN([C@@H]2CC3=CNC4=CC=CC([C@H]2C1)=C34)C (3,5-Dimethyl-1-(6-methylergolin-8β-ylmethyl)pyrazole). RXN SMILES: [H-].[Na+].[CH3:3][N:4]1[CH:8]=[CH:7][C:6]([CH3:9])=[N:5]1.S(C1C=CC(C)=CC=1)(OC[C@@H:15]1[CH2:29][C@H:28]2[C@@H:18]([CH2:19][C:20]3[C:30]4[C:23](=[CH:24][CH:25]=[CH:26][C:27]2=4)[NH:22][CH:21]=3)[N:17]([CH3:31])[CH2:16]1)(=O)=O.[CH3:39]N(C)C=O>>[CH3:9][C:6]1[CH:7]=[C:8]([CH3:39])[N:4]([CH2:3][C@@H:15]2[CH2:29][C@H:28]3[C@@H:18]([CH2:19][C:20]4[C:30]5[C:23](=[CH:24][CH:25]=[CH:26][C:27]3=5)[NH:22][CH:21]=4)[N:17]([CH3:31])[CH2:16]2)[N:5]=1 |f:0.1|. Procedure: 0.7 g of 50% sodium hydride in an oil was added in small portions to a mixture of 1.9 g of 2,5-dimethylpyrazole and 50 ml of dimethylformamide, and the resulting mixture was stirred for 30 minutes. 2.0 g of 6-methylergolin-8β-ylmethyl tosylate was added to the mixture which was then heated on a water bath for 3 hours. The solvent was distilled off under reduced pressure, and the residue was purified by silica gel column chromatography (eluted with ethyl acetate:ethanol=10:1 by volume). The produ...